From a dataset of the Open Reaction Database (ORD), a public repository of structured organic reaction records. describe an organic reaction: reactants, conditions, products, and yield Starting materials: Cn1cnc(C(=O)O)c1, CCN=C=NCCCN(C)C, CCN(C(C)C)C(C)C, Cl, Cl, CC(C)C(=O)c1ccc(OCc2ccc(CN)cc2)c(C(F)(F)F)c1O, C1CCOC1, O, O, On1nnc2ccccc21. The product is CC(C)C(=O)c1ccc(OCc2ccc(CNC(=O)c3cn(C)cn3)cc2)c(C(F)(F)F)c1O. RXN SMILES: [CH3:28][n:29]1[cH:30][n:31][c:32]([C:34](=[O:35])[OH:36])[cH:33]1.[CH3:58][N:59]([CH3:60])[CH2:61][CH2:62][CH2:63][N:64]=[C:65]=[N:66][CH2:67][CH3:68].[CH:48]([N:49]([CH:50]([CH3:51])[CH3:52])[CH2:53][CH3:54])([CH3:55])[CH3:56].[ClH:1].[ClH:57].[NH2:2][CH2:3][c:4]1[cH:5][cH:6][c:7]([CH2:8][O:9][c:10]2[c:11]([C:22]([F:23])([F:24])[F:25])[c:12]([OH:21])[c:13]([C:16]([CH:17]([CH3:18])[CH3:19])=[O:20])[cH:14][cH:15]2)[cH:26][cH:27]1.[O:69]1[CH2:70][CH2:71][CH2:72][CH2:73]1.[OH2:37].[OH2:74].[OH:38][n:39]1[c:40]2[cH:41][cH:42][cH:43][cH:44][c:45]2[n:46][n:47]1>>[NH:2]([CH2:3][c:4]1[cH:5][cH:6][c:7]([CH2:8][O:9][c:10]2[c:11]([C:22]([F:23])([F:24])[F:25])[c:12]([OH:21])[c:13]([C:16]([CH:17]([CH3:18])[CH3:19])=[O:20])[cH:14][cH:15]2)[cH:26][cH:27]1)[C:34]([c:32]1[n:31][cH:30][n:29]([CH3:28])[cH:33]1)=[O:35]. Starting materials: C1CCNCC1, Cc1c(C=O)[nH]c2c1C(=O)N(CCN(C)C)CCC2, CO, O=C1Cc2cc(Cl)ccc2N1. The product is Cc1c(C=C2C(=O)Nc3ccc(Cl)cc32)[nH]c2c1C(=O)N(CCN(C)C)CCC2. Reaction SMILES: [CH2:31]1[CH2:32][CH2:33][NH:34][CH2:35][CH2:36]1.[CH3:1][N:2]([CH2:3][CH2:4][N:5]1[C:6](=[O:18])[c:7]2[c:8]([nH:12][c:13]([CH:16]=[O:17])[c:14]2[CH3:15])[CH2:9][CH2:10][CH2:11]1)[CH3:19].[CH3:37][OH:38].[Cl:20][c:21]1[cH:22][c:23]2[c:27]([cH:28][cH:29]1)[NH:26][C:25](=[O:30])[CH2:24]2>>[CH3:1][N:2]([CH2:3][CH2:4][N:5]1[C:6](=[O:18])[c:7]2[c:8]([nH:12][c:13]([CH:16]=[C:24]3[c:23]4[cH:22][c:21]([Cl:20])[cH:29][cH:28][c:27]4[NH:26][C:25]3=[O:30])[c:14]2[CH3:15])[CH2:9][CH2:10][CH2:11]1)[CH3:19]. Reactants: C(CCC(=O)O)(=O)O (succinic acid), BrC1=C(CN2C=NC=C2)C=CC=C1 (1-(2-bromobenzyl)imidazole). Solvent: C(C)O (ethanol), C(C)O (ethanol). Reaction conditions: time 10 minute. Yields the product C(CCC(=O)O)(=O)O.BrC1=C(CN2C=NC=C2)C=CC=C1 (1-(2-bromobenzyl)imidazole hydrogen succinate). As a reaction SMILES: [C:1]([OH:8])(=[O:7])[CH2:2][CH2:3][C:4]([OH:6])=[O:5].[Br:9][C:10]1[CH:21]=[CH:20][CH:19]=[CH:18][C:11]=1[CH2:12][N:13]1[CH:17]=[CH:16][N:15]=[CH:14]1>C(O)C>[C:1]([OH:8])(=[O:7])[CH2:2][CH2:3][C:4]([OH:6])=[O:5].[Br:9][C:10]1[CH:21]=[CH:20][CH:19]=[CH:18][C:11]=1[CH2:12][N:13]1[CH:17]=[CH:16][N:15]=[CH:14]1 |f:3.4|. Procedure: A solution of succinic acid (0.19 g) was dissolved in hot ethanol (10 ml) was added to a solution of 1-(2-bromobenzyl)imidazole (0.4 g) in hot ethanol (5 ml). After boiling for 10 minutes, the solution was evaporated under reduced pressure to afford a white solid. Recrystallisation of the solid from ethyl acetate/light petroleum gave 1-(2-bromobenzyl)imidazole hydrogen succinate, m.p. 112°-113°.